This data is from the Open Reaction Database (ORD), a public repository of structured organic reaction records. The task is: describe an organic reaction: reactants, conditions, products, and yield Reactants: O=C([O-])[O-], COc1cc(CCl)cc(OC)c1, CN(C)C=O, [K+], [K+], O, Cc1c(CCC(=O)O)c[nH]c1C=C1C(=O)Nc2cc(O)ccc21. The product is COc1cc(COC(=O)CCc2c[nH]c(C=C3C(=O)Nc4cc(O)ccc43)c2C)cc(OC)c1. As a reaction SMILES: [C:36](=[O:37])([O-:38])[O-:39].[CH3:24][O:25][c:26]1[cH:27][c:28]([CH2:29][Cl:30])[cH:31][c:32]([O:34][CH3:35])[cH:33]1.[CH3:43][N:44]([CH3:45])[CH:46]=[O:47].[K+:40].[K+:41].[OH2:42].[OH:1][c:2]1[cH:3][cH:4][c:5]2[c:9]([cH:10]1)[NH:8][C:7](=[O:11])[C:6]2=[CH:12][c:13]1[c:14]([CH3:23])[c:15]([CH2:18][CH2:19][C:20](=[O:21])[OH:22])[cH:16][nH:17]1>>[OH:1][c:2]1[cH:3][cH:4][c:5]2[c:9]([cH:10]1)[NH:8][C:7](=[O:11])[C:6]2=[CH:12][c:13]1[c:14]([CH3:23])[c:15]([CH2:18][CH2:19][C:20]([O:21][CH2:29][c:28]2[cH:27][c:26]([O:25][CH3:24])[cH:33][c:32]([O:34][CH3:35])[cH:31]2)=[O:22])[cH:16][nH:17]1.